Dataset: the Open Reaction Database (ORD), a public repository of structured organic reaction records. Task: describe an organic reaction: reactants, conditions, products, and yield Reactants: ClC1=CC=C(C=C1)OCCCCCl (1-chloro-4-(4-chlorobutoxy)benzene), C(C(=O)O)(=O)O.CON1C(SC2=C1C(=CC=C2)N2CCCCC2)NC (3-methoxy-4-piperidinyl-N-methyl-2-benzothiazolamine ethanedioate), C([O-])([O-])=O.[Na+].[Na+] (sodium carbonate), [I-].[K+] (potassium iodide). The solvent is CC(CC(C)=O)C (4-methyl-2-pentanone), O (water). Conditions: temperature 60 celsius. The product is C(C(=O)O)(=O)O.ClC1=CC=C(OCCCCN2C[C@H]([C@H](CC2)N(C=2SC3=C(N2)C=CC=C3)C)OC)C=C1 (cis-N-[1-[4-(4-chlorophenoxy)butyl]-3-methoxy-4-piperidinyl]-N-methyl-2-benzothiazolamine ethanedioate). The yield is 73.0%. Reaction SMILES: [C:1]([OH:6])(=[O:5])[C:2]([OH:4])=[O:3].CO[N:9]1[C:13]2[C:14](N3CCCCC3)=[CH:15][CH:16]=[CH:17][C:12]=2[S:11][CH:10]1[NH:24][CH3:25].[C:26](=[O:29])([O-])[O-].[Na+].[Na+].[I-].[K+].[Cl:34][C:35]1[CH:40]=[CH:39][C:38]([O:41][CH2:42][CH2:43][CH2:44][CH2:45]Cl)=[CH:37][CH:36]=1>O.CC(C)CC(=O)C>[C:1]([OH:6])(=[O:5])[C:2]([OH:4])=[O:3].[Cl:34][C:35]1[CH:40]=[CH:39][C:38]([O:41][CH2:42][CH2:43][CH2:44][CH2:45][N:9]2[CH2:2][CH2:1][C@H:17]([N:24]([CH3:25])[C:10]3[S:11][C:12]4[CH:17]=[CH:16][CH:15]=[CH:14][C:13]=4[N:9]=3)[C@H:12]([O:29][CH3:26])[CH2:13]2)=[CH:37][CH:36]=1 |f:0.1,2.3.4,5.6,10.11|. Procedure details: A mixture of 5.5 parts of cis-N-(3-methoxy-4-piperidinyl-N-methyl-2-benzothiazolamine ethanedioate(1:1), 10.6 parts of sodium carbonate, 0.1 parts of potassium iodide and 200 parts of 4-methyl-2-pentanone was stirred and refluxed for 30 minutes. After cooling to 60° C., 4.4 parts of 1-chloro-4-(4-chlorobutoxy)benzene were added. The whole was stirred and refluxed overnight. After cooling, water was added and the layers were separated. The organic layer was dried, filtered and evaporated. The res... Reactants: O1C=C(C=C1)C=O (3-furaldehyde), N1(C=NC=C1)CCOC=1C=C2CCCC(C2=CC1)=O (6-(2-imidazole-1-yl-ethoxy)-3,4-dihydro-2H-naphthalen-1-one). Solvent: [OH-].[K+] (KOH), CCO (EtOH). Yields the product O1C=C(C=C1)C=C1C(C2=CC=C(C=C2CC1)OCCN1C=NC=C1)=O (2-Furan-3-ylmethylene-6-(2-imidazole-1-yl-ethoxy)-3,4-dihydro-2H-naphthalen-1-one). Yield: 69.8%. As a reaction SMILES: [N:1]1([CH2:6][CH2:7][O:8][C:9]2[CH:10]=[C:11]3[C:16](=[CH:17][CH:18]=2)[C:15](=[O:19])[CH2:14][CH2:13][CH2:12]3)[CH:5]=[CH:4][N:3]=[CH:2]1.[O:20]1[CH:24]=[CH:23][C:22]([CH:25]=O)=[CH:21]1>[OH-].[K+].CCO>[O:20]1[CH:24]=[CH:23][C:22]([CH:25]=[C:14]2[CH2:13][CH2:12][C:11]3[C:16](=[CH:17][CH:18]=[C:9]([O:8][CH2:7][CH2:6][N:1]4[CH:5]=[CH:4][N:3]=[CH:2]4)[CH:10]=3)[C:15]2=[O:19])=[CH:21]1 |f:2.3|. Reported procedure: According to the method of Example 8, 6-(2-imidazole-1-yl-ethoxy)-3,4-dihydro-2H-naphthalen-1-one (0.20 g, 0.78 mmol) was reacted with 3-furaldehyde (0.083 g, 0.86 mmol) in 2 mL of 4% KOH in EtOH for 48 hours at room temperature to afford 0.182 g (70%) of the title compound, mp 116-117° C.: APCI-MS m/e 335.3 (M+ +1). Starting materials: C(=O)NC1C2=C(OCC3=C1C=CC=C3)C=CC(=C2)C(=O)OC (methyl 6,11-dihydro-11-formamidodibenz[b,e]oxepin-2-carboxylate), Cl (hydrochloric acid). The solvent is O1CCOCC1 (dioxane). Conditions: temperature 40 celsius, time 15 minute. Yields the product Cl.NC1C2=C(OCC3=C1C=CC=C3)C=CC(=C2)C(=O)OC (Methyl 6,11-dihydro-11-aminodibenz[b,e]oxepin-2-carboxylate hydrochloride). Reaction SMILES: C([NH:3][CH:4]1[C:10]2[CH:11]=[CH:12][CH:13]=[CH:14][C:9]=2[CH2:8][O:7][C:6]2[CH:15]=[CH:16][C:17]([C:19]([O:21][CH3:22])=[O:20])=[CH:18][C:5]1=2)=O.[ClH:23]>O1CCOCC1>[ClH:23].[NH2:3][CH:4]1[C:10]2[CH:11]=[CH:12][CH:13]=[CH:14][C:9]=2[CH2:8][O:7][C:6]2[CH:15]=[CH:16][C:17]([C:19]([O:21][CH3:22])=[O:20])=[CH:18][C:5]1=2 |f:3.4|. Reported procedure: Add 600 mg. of methyl 6,11-dihydro-11-formamidodibenz[b,e]oxepin-2-carboxylate to a mixture of 20 ml. of dioxane and 24 ml. of 10% hydrochloric acid. Stir and heat the mixture at 40° C. for 18 hours. Strip to dryness and triturate the residue in tetrahydrofuran. Separate the solids by filtration. Dissolve the solids in water and basify with aqueous sodium hydroxide. Extract into ether, dry over anhydrous sodium sulfate and filter. Bubble gaseous hydrogen chloride through the solution for 15 minu... The reactants are ClC(Cl)Cl, S=C(Cl)Cl, Nc1ccc(I)cc1F, O. Product: Fc1cc(I)ccc1N=C=S. As a reaction SMILES: [Cl:14][CH:15]([Cl:16])[Cl:17].[Cl:1][C:2]([Cl:3])=[S:4].[F:5][c:6]1[c:7]([NH2:8])[cH:9][cH:10][c:11]([I:13])[cH:12]1.[OH2:18]>>[C:2](=[S:4])=[N:8][c:7]1[c:6]([F:5])[cH:12][c:11]([I:13])[cH:10][cH:9]1. Starting materials: C(C1=CC=CC=C1)N1CC(N(CC1)C(=O)[C@H](CC=C)NC(OC(C)(C)C)=O)C=C (tert-Butyl (1S)-1-[(4-benzyl-2-vinyl-1-piperazinyl)carbonyl]-3-butenylcarbamate). The reagents and catalysts are Cl[Ru](Cl)([P](C1CCCCC1)(C2CCCCC2)C3CCCCC3)([P](C4CCCCC4)(C5CCCCC5)C6CCCCC6)=CC7=CC=CC=C7 (Grubb's catalyst). Run in C1(=CC=CC=C1)C (toluene). Product: C(C1=CC=CC=C1)N1CC2N(C([C@H](CC=C2)NC(OC(C)(C)C)=O)=O)CC1 (tert-butyl (7S)-2-benzyl-6-oxo-1,2,3,4,6,7,8,10a-octahydropyrazino[1,2-a]azepin-7-ylcarbamate). Isolated yield 44.0%. Reaction SMILES: [CH2:1]([N:8]1[CH2:13][CH2:12][N:11]([C:14]([C@@H:16]([NH:20][C:21](=[O:27])[O:22][C:23]([CH3:26])([CH3:25])[CH3:24])[CH2:17][CH:18]=C)=[O:15])[CH:10]([CH:28]=C)[CH2:9]1)[C:2]1[CH:7]=[CH:6][CH:5]=[CH:4][CH:3]=1>Cl[Ru](=CC1C=CC=CC=1)([P](C1CCCCC1)(C1CCCCC1)C1CCCCC1)([P](C1CCCCC1)(C1CCCCC1)C1CCCCC1)Cl.C1(C)C=CC=CC=1>[CH2:1]([N:8]1[CH2:13][CH2:12][N:11]2[C:14](=[O:15])[C@@H:16]([NH:20][C:21](=[O:27])[O:22][C:23]([CH3:24])([CH3:26])[CH3:25])[CH2:17][CH:18]=[CH:28][CH:10]2[CH2:9]1)[C:2]1[CH:7]=[CH:6][CH:5]=[CH:4][CH:3]=1 |^1:38,57|. Procedure: tert-Butyl (1S)-1-[(4-benzyl-2-vinyl-1-piperazinyl)carbonyl]-3-butenylcarbamate (250 mg, 0.63 mmol) and Grubb's catalyst (26 mg, 0.03 mmol) were combined in toluene (32 mL) at room temperature. This mixture was degassed via vacuum-argon three times at room temperature. Then CH2Cl2 (32 mL) was added in one portion. The reaction mixture was heated at reflux for 5 days, then concentrated in vacuo. The residue was purified by SGC (4:1 hex-EtOAc) to give the title product (103 mg, 44%) as a yellow po...